Dataset: the Open Reaction Database (ORD), a public repository of structured organic reaction records. Task: describe an organic reaction: reactants, conditions, products, and yield Starting materials: CC1(CC=C(CC1)C1=C(C=CC(=C1)C(C)(C)NCCO)NC(=O)C=1NC=C(N1)C#N)C (4-cyano-1H-imidazole-2-carboxylic acid {2-(4,4-dimethyl-cyclohex-1-enyl)-4-[1-(2-hydroxy-ethylamino)-1-methyl-ethyl]-phenyl}-amide), Cl (HCl). Run in CCOCC (ether). Yields the product Cl.CC1(CC=C(CC1)C1=C(C=CC(=C1)C(C)(C)NCCO)NC(=O)C=1NC=C(N1)C#N)C (4-Cyano-1H-imidazole-2-carboxylic acid {2-(4,4-dimethyl-cyclohex-1-enyl)-4-[1-(2-hydroxy-ethylamino)-1-methyl-ethyl]-phenyl}-amide hydrochloride). Reaction SMILES: [CH3:1][C:2]1([CH3:31])[CH2:7][CH2:6][C:5]([C:8]2[CH:13]=[C:12]([C:14]([NH:17][CH2:18][CH2:19][OH:20])([CH3:16])[CH3:15])[CH:11]=[CH:10][C:9]=2[NH:21][C:22]([C:24]2[NH:25][CH:26]=[C:27]([C:29]#[N:30])[N:28]=2)=[O:23])=[CH:4][CH2:3]1.[ClH:32]>CCOCC>[ClH:32].[CH3:1][C:2]1([CH3:31])[CH2:7][CH2:6][C:5]([C:8]2[CH:13]=[C:12]([C:14]([NH:17][CH2:18][CH2:19][OH:20])([CH3:15])[CH3:16])[CH:11]=[CH:10][C:9]=2[NH:21][C:22]([C:24]2[NH:25][CH:26]=[C:27]([C:29]#[N:30])[N:28]=2)=[O:23])=[CH:4][CH2:3]1 |f:3.4|. Reported procedure: The title compound was prepared from 4-cyano-1H-imidazole-2-carboxylic acid {2-(4,4-dimethyl-cyclohex-1-enyl)-4-[1-(2-hydroxy-ethylamino)-1-methyl-ethyl]-phenyl}-amide (as prepared in Example 78) and 2N HCl in ether according to the procedure as described in Example 63. 1H-NMR (CD3OD; 400 MHz): δ 8.37 (d, 1H, J=8.6 Hz), 8.02 (s, 1H), 7.50 (dd, 1H, J=8.6, 2.3 Hz), 7.44 (d, 1H, J=2.3 Hz), 5.81 (m, 1H), 3.70 (t, 2H, J=5.1 Hz), 2.83 (t, 2H, J=5.1 Hz), 2.31-2.38 (m, 2H), 2.07-2.13 (m, 2H), 1.81 (s, 6...